Dataset: the Open Reaction Database (ORD), a public repository of structured organic reaction records. Task: describe an organic reaction: reactants, conditions, products, and yield Starting materials: 11, O(C1=CC=CC=C1)C1=CC(=CC=C1)OC1=CC=CC=C1 (1,3-diphenoxybenzene), O1CCCC1 (tetrahydrofuran), C[Li] (methyllithium), solution, C(=O)=O (dry ice). The solvent is C(C)OCC (diethyl ether), O (water). Yields the product 12, O(C1=CC=CC=C1)C1=C(C(=O)O)C(=CC=C1)OC1=CC=CC=C1 (2,6-diphenoxybenzoic acid). Reaction SMILES: [O:1]([C:8]1[CH:13]=[CH:12][CH:11]=[C:10]([O:14][C:15]2[CH:20]=[CH:19][CH:18]=[CH:17][CH:16]=2)[CH:9]=1)[C:2]1[CH:7]=[CH:6][CH:5]=[CH:4][CH:3]=1.O1CCCC1.C[Li].[C:28](=[O:30])=[O:29]>C(OCC)C.O>[O:1]([C:8]1[CH:13]=[CH:12][CH:11]=[C:10]([O:14][C:15]2[CH:16]=[CH:17][CH:18]=[CH:19][CH:20]=2)[C:9]=1[C:28]([OH:30])=[O:29])[C:2]1[CH:3]=[CH:4][CH:5]=[CH:6][CH:7]=1. Reported procedure: To a mixture of 11 parts of 1,3-diphenoxybenzene and 40 parts of tetrahydrofuran is added 1 part of methyllithium (as a 1.82 M solution in diethyl ether) while the mixture is cooled in an ice bath. The resulting solution is heated under reflux for 2 hours and then is poured slowly onto 500 parts of dry ice. After the mixture has warmed to room temperature, 100 parts of water are added, and the tetrahydrofuran is evaporated. After the aqueous solution is extracted with 50 parts diethyl ether, it ... Reactants: Cl (HCl), NC=1C=C2C(C(NC2=CC1)=O)=CC1=CC=NC2=CC=CC=C12 (5-amino-3-(quinol-4-ylmethylene)-2-oxindole), [O-]C#N.[Na+] (sodium cyanate). Run in ice water. Conditions: time 4 hour. The product is N(C(=O)N)C=1C=C2C(C(NC2=CC1)=O)=CC1=CC=NC2=CC=CC=C12 (5-ureido-3-(quinol-4-ylmethylene)-2-oxindole). Yield: 50.0%. RXN SMILES: [NH2:1][C:2]1[CH:3]=[C:4]2[C:8](=[CH:9][CH:10]=1)[NH:7][C:6](=[O:11])[C:5]2=[CH:12][C:13]1[C:22]2[C:17](=[CH:18][CH:19]=[CH:20][CH:21]=2)[N:16]=[CH:15][CH:14]=1.Cl.[O-:24][C:25]#[N:26].[Na+]>>[NH:1]([C:2]1[CH:3]=[C:4]2[C:8](=[CH:9][CH:10]=1)[NH:7][C:6](=[O:11])[C:5]2=[CH:12][C:13]1[C:22]2[C:17](=[CH:18][CH:19]=[CH:20][CH:21]=2)[N:16]=[CH:15][CH:14]=1)[C:25]([NH2:26])=[O:24] |f:2.3|. Procedure details: To a mixture of 5-amino-3-(quinol-4-ylmethylene)-2-oxindole (2.873 g, 10 mmol) in ice water (20 ml) was added 5N HCl (2 ml, 10 mmol) under stirring. Then the mixture was heated to 70°-80° C., sodium cyanate (0.715 g, 11 mmol) was added portionwise and the stirring was continued for further 4 h at this temperature. After cooling, the raw product was extracted with CHCl3, the organic layer washed to neutrality with saline solution, dried and evaporated in vacuo. The residue was chromatographed on ... Product: CC(C)(C)c1ccc(CCC(=O)O)c(OC2CCOCC2)c1. Reaction SMILES: [CH3:1][O:2][C:3]([CH2:4][CH2:5][c:6]1[c:7]([O:16][CH:17]2[CH2:18][CH2:19][O:20][CH2:21][CH2:22]2)[cH:8][c:9]([C:12]([CH3:13])([CH3:14])[CH3:15])[cH:10][cH:11]1)=[O:23].[CH3:27][OH:28].[ClH:26].[Na+:25].[OH-:24].[OH2:29]>>[O:2]=[C:3]([CH2:4][CH2:5][c:6]1[c:7]([O:16][CH:17]2[CH2:18][CH2:19][O:20][CH2:21][CH2:22]2)[cH:8][c:9]([C:12]([CH3:13])([CH3:14])[CH3:15])[cH:10][cH:11]1)[OH:23]. Reactants: COC(=O)CCc1ccc(C(C)(C)C)cc1OC1CCOCC1, CO, Cl, [Na+], [OH-], O. Procedure: 3-(2-(tert-Butyldimethylsilyloxy)ethyl)-2-fluorobenzaldehyde [Aromatic Intermediate 5] (5.0 g) was added to a solution of 2,2,2-trifluoro-1-(1-oxa-4,9-diazaspiro[5.5]undecan-4-yl)ethanone trifluoroacetate [Example 9, step a] (9.3 g) and acetic acid (1.0 mL) in N-methyl-2-pyrrolidinone (50 mL). The resulting mixture was stirred for 15 min, then cooled in an ice bath. Sodium triacetoxyborohydride (5.64 g) was then added and the mixture was stirred overnight. The reaction mixture was quenched by th... Reaction SMILES: [Si]([O:8][CH2:9][CH2:10][C:11]1[C:12]([F:19])=[C:13]([CH:16]=[CH:17][CH:18]=1)[CH:14]=O)(C(C)(C)C)(C)C.FC(F)(F)C(O)=O.FC(F)(F)C([N:31]1[CH2:36][C:35]2([CH2:41][CH2:40][NH:39][CH2:38][CH2:37]2)[O:34][CH2:33][CH2:32]1)=O.C(O[BH-](OC(=O)C)OC(=O)C)(=O)C.[Na+].CCCC[N+](CCCC)(CCCC)CCCC.[F-].N>CN1CCCC1=O.C1COCC1.CO.C(O)(=O)C>[O:34]1[C:35]2([CH2:41][CH2:40][N:39]([CH2:14][C:13]3[C:12]([F:19])=[C:11]([CH2:10][CH2:9][OH:8])[CH:18]=[CH:17][CH:16]=3)[CH2:38][CH2:37]2)[CH2:36][NH:31][CH2:32][CH2:33]1 |f:1.2,3.4,5.6|. The solvent is CO (methanol), CO (methanol), C1CCOC1 (THF), CN1C(CCC1)=O (N-methyl-2-pyrrolidinone), C(C)(=O)O (acetic acid). Starting materials: C(C)(=O)O[BH-](OC(C)=O)OC(C)=O.[Na+] (Sodium triacetoxyborohydride), CCCC[N+](CCCC)(CCCC)CCCC.[F-] (TBAF), N (ammonia), [Si](C)(C)(C(C)(C)C)OCCC=1C(=C(C=O)C=CC1)F (3-(2-(tert-Butyldimethylsilyloxy)ethyl)-2-fluorobenzaldehyde), [Si](C)(C)(C(C)(C)C)OCCC=1C(=C(C=O)C=CC1)F (3-(2-(tert-Butyldimethylsilyloxy)ethyl)-2-fluorobenzaldehyde), FC(C(=O)O)(F)F.FC(C(=O)N1CCOC2(C1)CCNCC2)(F)F (2,2,2-trifluoro-1-(1-oxa-4,9-diazaspiro[5.5]undecan-4-yl)ethanone trifluoroacetate), CCCC[N+](CCCC)(CCCC)CCCC.[F-] (TBAF). Product: O1CCNCC12CCN(CC2)CC=2C(=C(C=CC2)CCO)F (2-(3-(1-Oxa-4,9-diazaspiro[5.5]undecan-9-ylmethyl)-2-fluorophenyl)ethanol). Run at time 15 minute. Reactants: ClC=1C=2N(C=CN1)C(=CN2)C2=NC(=NC=C2)SC (8-chloro-3-(2-methylsulfanyl-pyrimidin-4-yl)-imidazo[1,2-a]pyrazine), CN1CCNCC1 (1-methylpiperazine), C(C)(C)N(CC)C(C)C (diisopropylethylamine). Run in CC(C)O (iPrOH). The product is CN1CCN(CC1)C=1C=2N(C=CN1)C(=CN2)C2=NC(=NC=C2)SC (8-(4-methyl-piperazin-1-yl)-3-(2-methylsulfanyl-pyrimidin-4-yl)-imidazo[1,2-a]pyrazine). Reaction SMILES: Cl[C:2]1[C:3]2[N:4]([C:8]([C:11]3[CH:16]=[CH:15][N:14]=[C:13]([S:17][CH3:18])[N:12]=3)=[CH:9][N:10]=2)[CH:5]=[CH:6][N:7]=1.[CH3:19][N:20]1[CH2:25][CH2:24][NH:23][CH2:22][CH2:21]1.C(N(C(C)C)CC)(C)C>CC(O)C>[CH3:19][N:20]1[CH2:25][CH2:24][N:23]([C:2]2[C:3]3[N:4]([C:8]([C:11]4[CH:16]=[CH:15][N:14]=[C:13]([S:17][CH3:18])[N:12]=4)=[CH:9][N:10]=3)[CH:5]=[CH:6][N:7]=2)[CH2:22][CH2:21]1. Procedure: To a solution of 8-chloro-3-(2-methylsulfanyl-pyrimidin-4-yl)-imidazo[1,2-a]pyrazine (from Example 44 supra) (1.36 g, 4.91 mmol) in iPrOH (100 mL) was added 1-methylpiperazine (0.64 g, 6.38 mmol) followed by diisopropylethylamine (0.82 g, 6.38 mmol). The reaction mixture was stirred at reflux for 15 hours and the solvent was removed under reduced pressure. The residue was extracted with dichloromethane (150 mL) and washed with water (3×25 mL), dried over anhydrous sodium sulfate, filtered, and c... Starting materials: Cc1nn2c(-c3ccc(Cl)cc3Cl)c(C)oc2c1Br, [Li]CCCC, C1CCOC1, CC(C)(C)OC(=O)N=NC(=O)OC(C)(C)C. The product is Cc1nn2c(-c3ccc(Cl)cc3Cl)c(C)oc2c1N(NC(=O)OC(C)(C)C)C(=O)OC(C)(C)C. As a reaction SMILES: [Br:1][c:2]1[c:3]([CH3:19])[n:4][n:5]2[c:6]1[o:7][c:8]([CH3:18])[c:9]2-[c:10]1[c:11]([Cl:17])[cH:12][c:13]([Cl:16])[cH:14][cH:15]1.[CH2:20]([Li:21])[CH2:22][CH2:23][CH3:24].[CH2:41]1[O:42][CH2:43][CH2:44][CH2:45]1.[N:25](=[N:26][C:27](=[O:28])[O:29][C:30]([CH3:31])([CH3:32])[CH3:33])[C:34](=[O:35])[O:36][C:37]([CH3:38])([CH3:39])[CH3:40]>>[c:2]1([N:26]([NH:25][C:34](=[O:35])[O:36][C:37]([CH3:38])([CH3:39])[CH3:40])[C:27](=[O:28])[O:29][C:30]([CH3:31])([CH3:32])[CH3:33])[c:3]([CH3:19])[n:4][n:5]2[c:6]1[o:7][c:8]([CH3:18])[c:9]2-[c:10]1[c:11]([Cl:17])[cH:12][c:13]([Cl:16])[cH:14][cH:15]1. Yields the product ClC1=C(C=C(C(=C1)F)N1C(N(C(=CC1=O)C(F)(F)F)C)=O)N=C1SCC(N1CC(=O)O)=O (2-{{2-chloro-5-[3,6-dihydro-3-methyl-2,6-dioxo-4-(trifluoromethyl)-1(2H)-pyrimidinyl]-4-fluorophenyl}imino}-4-oxo-3-thiazolidineacetic acid). Reported procedure: A solution of tert-butyl 2-{{2-chloro-5-[3,6-dihydro-3-methyl-2,6-dioxo-4-(trifluoromethyl)-1(2H)-pyrimidinyl]-4-fluorophenyl}imino}-4-oxo-3-thiazolidineacetate (41.93 g, 76.1 mmol) in trifluoroacetic acid is stirred at room temperature for 3 hours, stirred at 35° C. for 1 hour, and concentrated in vacuc to obtain a yellow liquid. A solution of the yellow liquid in diethyl ether is cooled and filtered to obtain a solid. The solid is washed with diethyl ether and air-dried to give the title produ... Starting materials: ClC1=C(C=C(C(=C1)F)N1C(N(C(=CC1=O)C(F)(F)F)C)=O)N=C1SCC(N1CC(=O)OC(C)(C)C)=O (tert-butyl 2-{{2-chloro-5-[3,6-dihydro-3-methyl-2,6-dioxo-4-(trifluoromethyl)-1(2H)-pyrimidinyl]-4-fluorophenyl}imino}-4-oxo-3-thiazolidineacetate). As a reaction SMILES: [Cl:1][C:2]1[CH:7]=[C:6]([F:8])[C:5]([N:9]2[C:14](=[O:15])[CH:13]=[C:12]([C:16]([F:19])([F:18])[F:17])[N:11]([CH3:20])[C:10]2=[O:21])=[CH:4][C:3]=1[N:22]=[C:23]1[N:27]([CH2:28][C:29]([O:31]C(C)(C)C)=[O:30])[C:26](=[O:36])[CH2:25][S:24]1>FC(F)(F)C(O)=O.C(OCC)C>[Cl:1][C:2]1[CH:7]=[C:6]([F:8])[C:5]([N:9]2[C:14](=[O:15])[CH:13]=[C:12]([C:16]([F:19])([F:18])[F:17])[N:11]([CH3:20])[C:10]2=[O:21])=[CH:4][C:3]=1[N:22]=[C:23]1[N:27]([CH2:28][C:29]([OH:31])=[O:30])[C:26](=[O:36])[CH2:25][S:24]1. Reaction conditions: temperature 35 celsius, time 1 hour. Solvent: FC(C(=O)O)(F)F (trifluoroacetic acid), C(C)OCC (diethyl ether). Isolated yield 83.9%. The reactants are Cl.CNC (dimethyl-amine hydrochloride), COC=1C=C2C=C(N=C(C2=CC1)C(=O)O)NC1=NNC(=C1)C (6-methoxy-3-(5-methyl-1H-pyrazol-3-ylamino)-isoquinoline-1-carboxylic acid). The product is CN(C(=O)C1=NC(=CC2=CC(=CC=C12)OC)NC1=NNC(=C1)C)C (6-methoxy-3-(5-methyl-1H-pyrazol-3-ylamino)-isoquinoline-1-carboxylic acid dimethylamide). RXN SMILES: Cl.[CH3:2][NH:3][CH3:4].[CH3:5][O:6][C:7]1[CH:8]=[C:9]2[C:14](=[CH:15][CH:16]=1)[C:13]([C:17]([OH:19])=O)=[N:12][C:11]([NH:20][C:21]1[CH:25]=[C:24]([CH3:26])[NH:23][N:22]=1)=[CH:10]2>>[CH3:2][N:3]([CH3:4])[C:17]([C:13]1[C:14]2[C:9](=[CH:8][C:7]([O:6][CH3:5])=[CH:16][CH:15]=2)[CH:10]=[C:11]([NH:20][C:21]2[CH:25]=[C:24]([CH3:26])[NH:23][N:22]=2)[N:12]=1)=[O:19] |f:0.1|. Procedure details: Similar procedure as described in example 317 was used, starting from dimethyl-amine hydrochloride and 6-methoxy-3-(5-methyl-1H-pyrazol-3-ylamino)-isoquinoline-1-carboxylic acid to give 6-methoxy-3-(5-methyl-1H-pyrazol-3-ylamino)-isoquinoline-1-carboxylic acid dimethylamide. LC-MS: m/e 326 (MH+). Reactants: ClC=1N=CC(=C2C=CC(=NC12)C)I (8-chloro-5-iodo-2-methyl-[1,7]naphthyridine), N1=CN=CC(=C1)B(O)O (5-pyrimidineboronic acid), NC=1SC=C(N1)Cl (2-amino-4-chlorothiazole). Yields the product ClC=1N=C(SC1)NC=1N=CC(=C2C=CC(=NC12)C)C=1C=NC=NC1 ((4-Chloro-thiazol-2-yl)-(2-methyl-5-pyrimidin-5-yl-[1,7]naphthyridin-8-yl)-amine). As a reaction SMILES: Cl[C:2]1[N:3]=[CH:4][C:5](I)=[C:6]2[C:11]=1[N:10]=[C:9]([CH3:12])[CH:8]=[CH:7]2.[N:14]1[CH:19]=[C:18](B(O)O)[CH:17]=[N:16][CH:15]=1.[NH2:23][C:24]1[S:25][CH:26]=[C:27]([Cl:29])[N:28]=1>>[Cl:29][C:27]1[N:28]=[C:24]([NH:23][C:2]2[N:3]=[CH:4][C:5]([C:18]3[CH:19]=[N:14][CH:15]=[N:16][CH:17]=3)=[C:6]3[C:11]=2[N:10]=[C:9]([CH3:12])[CH:8]=[CH:7]3)[S:25][CH:26]=1. Procedure details: The title compound, MS: m/e=354.9 (M+H+), was prepared in accordance with the general method of example 15 step 1 and step 3 from 8-chloro-5-iodo-2-methyl-[1,7]naphthyridine (Example I), 5-pyrimidineboronic acid and 2-amino-4-chlorothiazole (Example K).